This data is from the Open Reaction Database (ORD), a public repository of structured organic reaction records. The task is: describe an organic reaction: reactants, conditions, products, and yield The reactants are C(#C)C1=CC=CC=C1 (ethynylbenzene), C(CCC)[Li] (normal-butyl lithium), C[SiH](C)Cl (dimethylsilyl chloride). Run in O1CCCC1 (tetrahydrofuran), O1CCCC1 (THF). Reaction conditions: time 1 hour. The product is C1(=CC=CC=C1)C#C[Si](C)(C)C#CC1=CC=CC=C1 (bisphenylethynyldimethylsilane). RXN SMILES: [C:1]([C:3]1[CH:8]=[CH:7][CH:6]=[CH:5][CH:4]=1)#[CH:2].[CH2:9]([Li])[CH2:10][CH2:11][CH3:12].[CH3:14][SiH:15](Cl)[CH3:16]>O1CCCC1>[C:3]1([C:1]#[C:2][Si:15]([C:9]#[C:10][C:11]2[CH:12]=[CH:4][CH:3]=[CH:1][CH:2]=2)([CH3:16])[CH3:14])[CH:8]=[CH:7][CH:6]=[CH:5][CH:4]=1. Procedure details: To 50 ml of tetrahydrofuran (THF) solution containing 6 ml of ethynylbenzene, 33 ml of 1.6N normal-butyl lithium was added dropwise under a nitrogen gas flow at 0° C. After stirring for 1 hour, 33.3 ml of THF solution containing 3 ml of dimethylsilyl chloride was added. After stirring at the room temperature for one night, the deposited solid was filtered and thereafter the obtained reaction solution was concentrated. Water was added to the solution, and then the solution was extracted with diet... Reactants: COCC1=C(c2ccccc2)C(=O)N(C(C)(C)C(=O)OC(C)(C)C)CO1, ClCCl, O=C(O)C(F)(F)F. Product: COCC1=C(c2ccccc2)C(=O)N(C(C)(C)C(=O)O)CO1. As a reaction SMILES: [CH3:1][O:2][CH2:3][C:4]1=[C:5]([c:21]2[cH:22][cH:23][cH:24][cH:25][cH:26]2)[C:6](=[O:20])[N:7]([C:10]([C:11](=[O:12])[O:13][C:14]([CH3:15])([CH3:16])[CH3:17])([CH3:18])[CH3:19])[CH2:8][O:9]1.[Cl:34][CH2:35][Cl:36].[OH:27][C:28]([C:29]([F:30])([F:31])[F:32])=[O:33]>>[CH3:1][O:2][CH2:3][C:4]1=[C:5]([c:21]2[cH:22][cH:23][cH:24][cH:25][cH:26]2)[C:6](=[O:20])[N:7]([C:10]([C:11](=[O:12])[OH:13])([CH3:18])[CH3:19])[CH2:8][O:9]1. The reactants are CSC1=NCCN1, CO, NC(c1ccccc1)c1ccc(Cl)cc1, I, [Na+], [OH-]. Product: Clc1ccc(C(N=C2NCCN2)c2ccccc2)cc1. Reaction SMILES: [CH3:17][S:18][C:19]1=[N:23][CH2:22][CH2:21][NH:20]1.[CH3:26][OH:27].[Cl:1][c:2]1[cH:3][cH:4][c:5]([CH:8]([c:9]2[cH:10][cH:11][cH:12][cH:13][cH:14]2)[NH2:15])[cH:6][cH:7]1.[IH:16].[Na+:25].[OH-:24]>>[Cl:1][c:2]1[cH:3][cH:4][c:5]([CH:8]([c:9]2[cH:10][cH:11][cH:12][cH:13][cH:14]2)[N:15]=[C:19]2[NH:20][CH2:21][CH2:22][NH:23]2)[cH:6][cH:7]1. Starting materials: C(=C)C1=CC(=C2C=CN(C2=C1)C1=CC(=C(C=C1)OC)F)OC (6-Ethenyl-1-[3-fluoro-4-(methyloxy)phenyl]-4-(methyloxy)-1H-indole). Reagents/catalysts: [Pd] (palladium on charcoal). Run in C(C)O (ethanol), C(C)(=O)OCC (ethyl acetate). The product is C(C)C1=CC(=C2C=CN(C2=C1)C1=CC(=C(C=C1)OC)F)OC (6-Ethyl-1-[3-fluoro-4-(methyloxy)phenyl]-4-(methyloxy)-1H-indole). Yield: 89.7%. As a reaction SMILES: [CH:1]([C:3]1[CH:11]=[C:10]2[C:6]([CH:7]=[CH:8][N:9]2[C:12]2[CH:17]=[CH:16][C:15]([O:18][CH3:19])=[C:14]([F:20])[CH:13]=2)=[C:5]([O:21][CH3:22])[CH:4]=1)=[CH2:2]>C(O)C.C(OCC)(=O)C.[Pd]>[CH2:1]([C:3]1[CH:11]=[C:10]2[C:6]([CH:7]=[CH:8][N:9]2[C:12]2[CH:17]=[CH:16][C:15]([O:18][CH3:19])=[C:14]([F:20])[CH:13]=2)=[C:5]([O:21][CH3:22])[CH:4]=1)[CH3:2]. Reported procedure: A solution of 6-ethenyl-1-[3-fluoro-4-(methyloxy)phenyl]-4-(methyloxy)-1H-indole (D9) (200 mg, 0.67 mmol) in ethanol (7 mL) and ethyl acetate (7 mL) was hydrogenated in an H-cube over a 10% palladium on charcoal catalyst. The resulting solution was concentrated and the product purified by silica gel chromatography eluting with 5-70% dichloromethane in hexane to yield the title compound (D10), (180 mg). Starting materials: C(C)(C)(C)OC(=O)N1C(CCC1)C(NC1=C(C=C(C=C1)Br)C)=O (2-(4-Bromo-2-methyl-phenylcarbamoyl)-pyrrolidine-1-carboxylic acid tert-butyl ester), tetrakistriphenylphosphine palladium(0), CSC1=C(C=CC=C1)B(O)O (2-(methylthio)benzene boronic acid), C(=O)([O-])[O-].[Na+].[Na+] (Na2CO3). The reagents and catalysts are [Br-].C(CCC)[N+](CCCC)(CCCC)CCCC (tetrabutylammonium bromide). The solvent is C1(=CC=CC=C1)C (toluene). Product: C(C)(C)(C)OC(=O)N1C(CCC1)C(NC1=C(C=C(C=C1)C1=C(C=CC=C1)SC)C)=O (2-(3-Methyl-2′-methylsulfanyl-biphenyl-4-ylcarbamoyl)-pyrrolidine-1-carboxylic acid tert-butyl ester). As a reaction SMILES: [C:1]([O:5][C:6]([N:8]1[CH2:12][CH2:11][CH2:10][CH:9]1[C:13](=[O:23])[NH:14][C:15]1[CH:20]=[CH:19][C:18](Br)=[CH:17][C:16]=1[CH3:22])=[O:7])([CH3:4])([CH3:3])[CH3:2].[CH3:24][S:25][C:26]1[CH:31]=[CH:30][CH:29]=[CH:28][C:27]=1B(O)O.C([O-])([O-])=O.[Na+].[Na+]>[Br-].C([N+](CCCC)(CCCC)CCCC)CCC.C1(C)C=CC=CC=1>[C:1]([O:5][C:6]([N:8]1[CH2:12][CH2:11][CH2:10][CH:9]1[C:13](=[O:23])[NH:14][C:15]1[CH:20]=[CH:19][C:18]([C:27]2[CH:28]=[CH:29][CH:30]=[CH:31][C:26]=2[S:25][CH3:24])=[CH:17][C:16]=1[CH3:22])=[O:7])([CH3:4])([CH3:3])[CH3:2] |f:2.3.4,5.6|. Reported procedure: 2-(4-Bromo-2-methyl-phenylcarbamoyl)-pyrrolidine-1-carboxylic acid tert-butyl ester (1.07 g, 2.7 mmol), 2-(methylthio)benzene boronic acid (0.56 g, 3.3 mmol), and tetrabutylammonium bromide (322 mg, 0.13 mmol) were combined in 20 mL toluene, added 2.8 mL of a 2M aqueous Na2CO3 solution followed by tetrakistriphenylphosphine palladium(0) (0.161 g, 0.13 mmol). Heated reaction at reflux 4 hours, cooled, concentrated, redissolved in EtOAc (250 mL), washed with water (3×200 mL), brine (200 mL), dried... Starting materials: solution, C(CCC)[Li] (n-butyllithium), ethyl acetate-hexanes, C(=O)=O.CC(=O)C (dry ice acetone), BrC=1C=C2C=NN(C2=CC1)C1=CC=C(C=C1)F (5-bromo-1-(4-fluorophenyl)-1H-indazole), C(=O)=O.CC(=O)C (dry ice acetone), FC(C(=O)C1=CNC2=NC=CC=C21)(F)F (2,2,2-trifluoro-1-(1H-pyrrolo[2,3-b]pyridin-3-yl)ethanone). Solvent: hexanes, [Cl-].[NH4+] (ammonium chloride), C1CCOC1 (THF), C1CCOC1 (THF). Conditions: time 1 hour. The product is FC(C(O)(C1=CNC2=NC=CC=C21)C=2C=C1C=NN(C1=CC2)C2=CC=C(C=C2)F)(F)F (2,2,2-Trifluoro-1-[1-(4-fluorophenyl)-1H-indazol-5-yl]-1-(1H-pyrrolo[2,3-b]pyridin-3-yl)ethanol). Yield: 42.0%. As a reaction SMILES: C(=O)=O.CC(C)=O.Br[C:9]1[CH:10]=[C:11]2[C:15](=[CH:16][CH:17]=1)[N:14]([C:18]1[CH:23]=[CH:22][C:21]([F:24])=[CH:20][CH:19]=1)[N:13]=[CH:12]2.C([Li])CCC.[F:30][C:31]([F:44])([F:43])[C:32]([C:34]1[C:42]2[C:37](=[N:38][CH:39]=[CH:40][CH:41]=2)[NH:36][CH:35]=1)=[O:33]>C1COCC1.[Cl-].[NH4+]>[F:44][C:31]([F:30])([F:43])[C:32]([C:9]1[CH:10]=[C:11]2[C:15](=[CH:16][CH:17]=1)[N:14]([C:18]1[CH:23]=[CH:22][C:21]([F:24])=[CH:20][CH:19]=1)[N:13]=[CH:12]2)([C:34]1[C:42]2[C:37](=[N:38][CH:39]=[CH:40][CH:41]=2)[NH:36][CH:35]=1)[OH:33] |f:0.1,6.7|. Reported procedure: To a chilled (−78° C.) (dry ice-acetone) solution of 291 mg (1.0 mmol) of 5-bromo-1-(4-fluorophenyl)-1H-indazole in 5 mL of anhydrous THF was added rapidly 0.4 mL (1.0 mmol) of a 2.5 M solution of n-butyllithium (n-BuLi) in hexanes. Immediately after, a chilled (dry ice-acetone bath) solution of 2,2,2-trifluoro-1-(1H-pyrrolo[2,3-b]pyridin-3-yl)ethanone (prepared according to the procedure described in J. Org. Chem. 2002, 76, 6226) in 3 mL of THF was added rapidly. The mixture stirred for 1 hour,... The reactants are ClC(Cl)Cl, CCOc1ccc2c(c1)C(O)Cc1c(Cl)cccc1S2, O, O=S(Cl)Cl. The product is CCOc1ccc2c(c1)CCc1c(Cl)cccc1S2. As a reaction SMILES: [CH:25]([Cl:26])([Cl:27])[Cl:28].[Cl:1][c:2]1[cH:3][cH:4][cH:5][c:6]2[c:7]1[CH2:8][CH:9]([OH:20])[c:10]1[c:11]([cH:13][cH:14][c:15]([O:17][CH2:18][CH3:19])[cH:16]1)[S:12]2.[OH2:29].[S:21]([Cl:22])([Cl:23])=[O:24]>>[Cl:1][c:2]1[cH:3][cH:4][cH:5][c:6]2[c:7]1[CH2:8][CH2:9][c:10]1[c:11]([cH:13][cH:14][c:15]([O:17][CH2:18][CH3:19])[cH:16]1)[S:12]2.